From a dataset of the Open Reaction Database (ORD), a public repository of structured organic reaction records. describe an organic reaction: reactants, conditions, products, and yield The reactants are CC(CCCCCC)O (2-octanol), C(C1=CC=CC=C1)(C1=CC=CC=C1)O (benzhydrol). Reagents/catalysts: catalyst ( V ). Yields the product C(C1=CC=CC=C1)(=O)C1=CC=CC=C1 (benzophenone). Yield: 99.4%. As a reaction SMILES: CC(O)CCCCCC.[CH:10]([OH:23])([C:17]1[CH:22]=[CH:21][CH:20]=[CH:19][CH:18]=1)[C:11]1[CH:16]=[CH:15][CH:14]=[CH:13][CH:12]=1>>[C:10]([C:17]1[CH:22]=[CH:21][CH:20]=[CH:19][CH:18]=1)(=[O:23])[C:11]1[CH:16]=[CH:15][CH:14]=[CH:13][CH:12]=1. Procedure: Example 3 was repeated, replacing catalyst (IV) to 0.69 g (0.25 mmol), of catalyst (V), replacing 2-octanol with 9.20 g (50 mmol) of benzhydrol, and reducing the reaction time to 1 hour. 9.04 g (49.7 mmol) of benzophenone were thus obtained (GCL purity>99%), which corresponds to a 99% yield. The reactants are COC(=O)c1cc(Br)cc2c(CC3CCS(=O)(=O)CC3)c[nH]c12, CO, [Li+], [OH-]. Yields the product O=C(O)c1cc(Br)cc2c(CC3CCS(=O)(=O)CC3)c[nH]c12. As a reaction SMILES: [Br:1][c:2]1[cH:3][c:4]2[c:5]([CH2:15][CH:16]3[CH2:17][CH2:18][S:19](=[O:22])(=[O:23])[CH2:20][CH2:21]3)[cH:6][nH:7][c:8]2[c:9]([C:11](=[O:12])[O:13][CH3:14])[cH:10]1.[CH3:26][OH:27].[Li+:25].[OH-:24]>>[Br:1][c:2]1[cH:3][c:4]2[c:5]([CH2:15][CH:16]3[CH2:17][CH2:18][S:19](=[O:22])(=[O:23])[CH2:20][CH2:21]3)[cH:6][nH:7][c:8]2[c:9]([C:11](=[O:12])[OH:13])[cH:10]1. The reactants are CC(Cl)c1cccnc1, OCCC1=CC=C(C(C)(C)C)C=C1. Reagents/catalysts: O=C([O-])[O-].[Cs+].[Cs+] (cesium carbonate), [I-].[K+] (potassium iodide). The solvent is CN(C)C=O (DMF), CN(C)C=O (dmf), CN(C)C=O (DMF). Reaction conditions: temperature 70 celsius, time 16 hour. Product: CC(C%18=CC=CN=C%18)OCCC%19=CC=C(C(C)(C)C)C=C%19. Reactants: O=C1NC(=C(N1)C)C(=O)N(C)C (2,3-Dihydro-2-oxo-4,N,N-trimethyl-1H-imidazole-5-carboxamide), P12(=S)SP3(=S)SP(=S)(S1)SP(=S)(S2)S3 (phosphorus pentasulfide). The solvent is N1=CC=CC=C1 (pyridine), O (water). The product is O=C1NC(=C(N1)C)C(N(C)C)=S (2,3-Dihydro-2-oxo-4,N,N-trimethyl-1H-imidazole-5-thiocarboxamide). As a reaction SMILES: [O:1]=[C:2]1[NH:6][C:5]([CH3:7])=[C:4]([C:8]([N:10]([CH3:12])[CH3:11])=O)[NH:3]1.P12(SP3(SP(SP(S3)(S1)=S)(=S)S2)=S)=[S:14]>N1C=CC=CC=1.O>[O:1]=[C:2]1[NH:6][C:5]([CH3:7])=[C:4]([C:8](=[S:14])[N:10]([CH3:12])[CH3:11])[NH:3]1. Procedure details: A suspension of 3.4 g (20 mmol) of 2,3-dihydro--N,N,5-trimethyl-2-oxo-1H-imidazole-4-carboxamide (prepared in example 3) and 4.4 g cf phosphorus pentasulfide in 100 ml of dry pyridine is stirred at reflux temperature for 6 hours. The mixture is allowed to cool overnight and is diluted with water. The precipitate is collected and recrystallized from 50% aqueous ethanol to give the title compound. Reactants: C(C)N(CC)CCCC(=O)OCC1=CC=CC=C1 (benzyl 4-(N,N-diethylamino)butanoate). The reagents and catalysts are [C].[Pd] (palladium-carbon). The solvent is C(C)O (ethanol). Product: C(C)N(CC)CCCC(=O)O (4-(N,N-diethylamino)butanoic acid). Yield: 75.1%. Reaction SMILES: [CH2:1]([N:3]([CH2:6][CH2:7][CH2:8][C:9]([O:11]CC1C=CC=CC=1)=[O:10])[CH2:4][CH3:5])[CH3:2]>[C].[Pd].C(O)C>[CH2:1]([N:3]([CH2:6][CH2:7][CH2:8][C:9]([OH:11])=[O:10])[CH2:4][CH3:5])[CH3:2] |f:1.2|. Procedure details: A mixture of benzyl 4-(N,N-diethylamino)butanoate (33.8 g), palladium-carbon (5%, 7 g) and ethanol (500 ml) was subjected to catalytic hydrogenation at room temperature and 1 atm. The catalyst was filtered off, and the filtrate was concentrated under reduced pressure to give 4-(N,N-diethylamino)butanoic acid (16.2 g, 75%). mp. 45°-47° C. The yield is 72.0%. Run at temperature 55 celsius. Reagents/catalysts: [Ni] (Raney-Nickel). Product: C(=O)C1=CC=C2C(=NNC2=C1)/C=C/C(=O)O ((E)-3-(6-formyl-1H-indazol-3-yl)acrylic acid). Reported procedure: To a solution of (E)-3-(6-cyano-1H-indazol-3-yl)acrylic acid (25 mg, 0.12 mmol) in acetic acid/pyridine (2 mL/4 mL) was added a solution of sodium hypophophite (42 mg, 0.48 mmol) in H2O (2 mL), followed by Raney-Nickel 2400 (slurry in H2O, 0.1 mL). The resulting mixture was heated at 55° C. (oil temp.) for 1 h before cooling to rt. H2O (20 mL) was added and the mixture was extracted with EtOAc (30 mL×2). The combined extracts were washed with 2M HCl (10 mL×2), H2O (10 mL×2), brine (10 mL) and dr... The solvent is O (H2O), O (H2O). Reaction SMILES: [C:1]([C:3]1[CH:11]=[C:10]2[C:6]([C:7](/[CH:12]=[CH:13]/[C:14]([OH:16])=[O:15])=[N:8][NH:9]2)=[CH:5][CH:4]=1)#N.[Na].C(O)(=[O:20])C.N1C=CC=CC=1>O.[Ni]>[CH:1]([C:3]1[CH:11]=[C:10]2[C:6]([C:7](/[CH:12]=[CH:13]/[C:14]([OH:16])=[O:15])=[N:8][NH:9]2)=[CH:5][CH:4]=1)=[O:20] |f:2.3,^1:16|. Reactants: C(#N)C1=CC=C2C(=NNC2=C1)/C=C/C(=O)O ((E)-3-(6-cyano-1H-indazol-3-yl)acrylic acid), [Na] (sodium), C(C)(=O)O.N1=CC=CC=C1 (acetic acid pyridine).